Dataset: the Open Reaction Database (ORD), a public repository of structured organic reaction records. Task: describe an organic reaction: reactants, conditions, products, and yield As a reaction SMILES: [C:29](=[O:30])([O-:31])[O-:32].[C:2]([NH2:3])(=[NH:4])[c:5]1[cH:6][cH:7][c:8]([CH2:11][NH:12][C:13](=[O:14])[c:15]2[c:16]([CH3:28])[n:17](-[c:21]3[cH:22][cH:23][c:24]([F:27])[cH:25][cH:26]3)[c:18]([CH3:20])[cH:19]2)[cH:9][cH:10]1.[Cl:35][C:36](=[O:37])[O:38][CH2:39][c:40]1[cH:41][cH:42][cH:43][cH:44][cH:45]1.[ClH:1].[K+:33].[K+:34].[O:47]1[CH2:48][CH2:49][CH2:50][CH2:51]1.[OH2:46]>>[C:2](=[N:3][C:36](=[O:37])[O:38][CH2:39][c:40]1[cH:41][cH:42][cH:43][cH:44][cH:45]1)([NH2:4])[c:5]1[cH:6][cH:7][c:8]([CH2:11][NH:12][C:13](=[O:14])[c:15]2[c:16]([CH3:28])[n:17](-[c:21]3[cH:22][cH:23][c:24]([F:27])[cH:25][cH:26]3)[c:18]([CH3:20])[cH:19]2)[cH:9][cH:10]1. Starting materials: O=C([O-])[O-], Cc1cc(C(=O)NCc2ccc(C(=N)N)cc2)c(C)n1-c1ccc(F)cc1, O=C(Cl)OCc1ccccc1, Cl, [K+], [K+], C1CCOC1, O. Product: Cc1cc(C(=O)NCc2ccc(C(N)=NC(=O)OCc3ccccc3)cc2)c(C)n1-c1ccc(F)cc1. The reactants are O=Cc1cc(Cl)cc2c(Br)n[nH]c12, CN(C1CCCCC1)C1CCCCC1, C[Si](C)(C)CCOCCl, C1CCOC1. Yields the product C[Si](C)(C)CCOCn1nc(Br)c2cc(Cl)cc(C=O)c21. As a reaction SMILES: [Br:1][c:2]1[n:3][nH:4][c:5]2[c:6]([CH:12]=[O:13])[cH:7][c:8]([Cl:11])[cH:9][c:10]12.[CH3:14][N:15]([CH:16]1[CH2:17][CH2:18][CH2:19][CH2:20][CH2:21]1)[CH:22]1[CH2:23][CH2:24][CH2:25][CH2:26][CH2:27]1.[Cl:28][CH2:29][O:30][CH2:31][CH2:32][Si:33]([CH3:34])([CH3:35])[CH3:36].[O:37]1[CH2:38][CH2:39][CH2:40][CH2:41]1>>[Br:1][c:2]1[n:3][n:4]([CH2:29][O:30][CH2:31][CH2:32][Si:33]([CH3:34])([CH3:35])[CH3:36])[c:5]2[c:6]([CH:12]=[O:13])[cH:7][c:8]([Cl:11])[cH:9][c:10]12. Reactants: solution, CN (methylamine), C(C)O (ethanol), NC(C/C=C/C(=O)N(C)[C@@H](C(=O)N(C)CCC1=C(C=CC=C1)OCCCO)CC1=CC2=CC=CC=C2C=C1)(C)C ((2R)-2-(N-((2E)-5-Amino-5-methylhex-2-enoyl)-N-methylamino)-N-(2-(2-(3-hydroxypropoxy)phenyl)ethyl)-N-methyl-3-(2-naphthyl)propionamide), Cl.CN(CCCN=C=NCC)C (N-(3-Dimethylaminopropyl)-N'-ethylcarbodiimide hydrochloride), ON1N=NC2=C1C=CC=C2 (1-Hydroxybenzotriazole). Run in CN(C=O)C (N,N-dimethylformamide), C(C)(=O)OCC (ethyl acetate), ClCCl (dichloromethane). Conditions: temperature 0 celsius, time 20 minute. Yields the product C(C1=CC=CC=C1)OC1=C(C=CC=C1)CC(=O)NC (2-(2-benzyloxyphenyl)-N-methylacetamide). Yield: 64.7%. As a reaction SMILES: NC(C)(C)C/C=C/C(N([C@H](CC1C=CC2C(=CC=CC=2)C=1)C([N:13]([CH2:15][CH2:16][C:17]1[CH:22]=[CH:21][CH:20]=[CH:19][C:18]=1[O:23][CH2:24][CH2:25][CH2:26]O)[CH3:14])=O)C)=O.ON1[C:46]2[CH:47]=CC=[CH:50][C:45]=2N=N1.Cl.CN(C)CCCN=C=NCC.CN.C([OH:67])C>ClCCl.CN(C)C=O.C(OCC)(=O)C>[CH2:24]([O:23][C:18]1[CH:19]=[CH:20][CH:21]=[CH:22][C:17]=1[CH2:16][C:15]([NH:13][CH3:14])=[O:67])[C:25]1[CH:26]=[CH:47][CH:46]=[CH:45][CH:50]=1 |f:2.3|. Procedure details: (2R)-2-(N-((2E)-5-Amino-5-methylhex-2-enoyl)-N-methylamino)-N-(2-(2-(3-hydroxypropoxy)phenyl)ethyl)-N-methyl-3-(2-naphthyl)propionamide ##STR173## 2-(2-Benzyloxyphenyl)-N-methylacetamide ##STR174## 2-(2-Benzyloxyphenyl)acetic acid (15.0 g, 62 mmol) was dissolved in dichloromethane (270 ml) and N,N-dimethylformamide (70 ml). 1-Hydroxybenzotriazole (8.37 g, 62 mmol) was added. The solution was cooled to 0° C. N-(3-Dimethylaminopropyl)-N'-ethylcarbodiimide hydrochloride (11.89 g, 62 mmol) was added... The reactants are mixture, C(C1=CC=CC=C1)OC1=CC=C(C=C1)CC(C(=O)OCC)N(CC)C1=CC=CC=C1 (ethyl 3-(4-benzyloxyphenyl)-2-(phenyl-N-ethylamino)propionate), C(C)NC1=CC=CC=C1 (N-ethylaniline). The product is OC1=CC=C(C=C1)CC(C(=O)OCC)N(CC)C1=CC=CC=C1 (Ethyl 3-(4-hydroxyphenyl)-2-(-phenyl-N-ethylamino)propionate). RXN SMILES: C([O:8][C:9]1[CH:14]=[CH:13][C:12]([CH2:15][CH:16]([N:22]([C:25]2[CH:30]=[CH:29][CH:28]=[CH:27][CH:26]=2)[CH2:23][CH3:24])[C:17]([O:19][CH2:20][CH3:21])=[O:18])=[CH:11][CH:10]=1)C1C=CC=CC=1.C(NC1C=CC=CC=1)C>>[OH:8][C:9]1[CH:10]=[CH:11][C:12]([CH2:15][CH:16]([N:22]([C:25]2[CH:26]=[CH:27][CH:28]=[CH:29][CH:30]=2)[CH2:23][CH3:24])[C:17]([O:19][CH2:20][CH3:21])=[O:18])=[CH:13][CH:14]=1. Procedure details: Reaction and post-treatment were carried out according to Reference example 5(b) using 6.30 g of a mixture of ethyl 3-(4-benzyloxyphenyl)-2-(phenyl-N-ethylamino)propionate and N-ethylaniline obtained in Reference example 6(a) to obtain 2.37 g of the desired compound as a syrup. Starting materials: CC(C)(C)OC(=O)CC(=O)[O-], [C-]#[N+]CC(C)(C)OC(=O)OC, CN1CCN(c2ccc(C=O)cc2)CC1, CC(C)(C)[O-], CO, ClCCl, [Na+], Nc1ccc2[nH]cnc2c1. As a reaction SMILES: [C:26]([CH2:27][C:28](=[O:29])[O-:36])([O:30][C:32]([CH3:33])([CH3:34])[CH3:35])=[O:31].[C:37](=[O:38])([O:39][CH3:40])[O:41][C:42]([CH3:43])([CH3:44])[CH2:45][N+:46]#[C-:47].[CH3:11][N:12]1[CH2:13][CH2:14][N:15]([c:18]2[cH:19][cH:20][c:21]([CH:22]=[O:23])[cH:24][cH:25]2)[CH2:16][CH2:17]1.[CH3:48][C:49]([CH3:50])([O-:51])[CH3:52].[CH3:54][OH:55].[Cl:56][CH2:57][Cl:58].[Na+:53].[nH:1]1[cH:2][n:3][c:4]2[c:5]1[cH:6][cH:7][c:8]([NH2:10])[cH:9]2>>[nH:1]1[cH:2][n:3][c:4]2[c:5]1[cH:6][cH:7][c:8]([N:10]1[CH:22]([c:21]3[cH:20][cH:19][c:18]([N:15]4[CH2:14][CH2:13][N:12]([CH3:11])[CH2:17][CH2:16]4)[cH:25][cH:24]3)[C:28](=[O:29])[CH2:27][C:26]1=[O:31])[cH:9]2. Yields the product CN1CCN(c2ccc(C3C(=O)CC(=O)N3c3ccc4[nH]cnc4c3)cc2)CC1. The reactants are FC1=C(C=CC(=C1)[N+](=O)[O-])N1C(OC[C@H]1CC(C)C)C(F)(F)F ((4R)-3-(2-fluoro-4-nitrophenyl)-4-isobutyl-2-trifluoromethyloxazolidine), [SiH](CC)(CC)CC (Et3SiH). The solvent is C(Cl)(Cl)Cl (chloroform), O (water). The product is FC1=C(N([C@@H](CO)CC(C)C)CC(F)(F)F)C=CC(=C1)[N+](=O)[O-] ((2R)-2-[2-fluoro-4-nitro(2,2,2-trifluoroethyl)anilino]-4-methyl-1-pentanol). Yield: 43.4%. Reaction SMILES: [F:1][C:2]1[CH:7]=[C:6]([N+:8]([O-:10])=[O:9])[CH:5]=[CH:4][C:3]=1[N:11]1[C@H:15]([CH2:16][CH:17]([CH3:19])[CH3:18])[CH2:14][O:13][CH:12]1[C:20]([F:23])([F:22])[F:21].[SiH](CC)(CC)CC>C(Cl)(Cl)Cl.O>[F:1][C:2]1[CH:7]=[C:6]([N+:8]([O-:10])=[O:9])[CH:5]=[CH:4][C:3]=1[N:11]([CH2:12][C:20]([F:23])([F:22])[F:21])[C@H:15]([CH2:16][CH:17]([CH3:18])[CH3:19])[CH2:14][OH:13]. Procedure details: To a solution of (4R)-3-(2-fluoro-4-nitrophenyl)-4-isobutyl-2-trifluoromethyloxazolidine (4.8 g, 14.3 mmol) and Et3SiH (21.6 g, 186 mmol) in 60 mL chloroform was added BF3OEt2 (14.2, 60 mmol, added in portions) The reaction was heated at reflux for 1 d After cooling, the reaction was poured in water (200 mL) and extracted with chloroform (3 ×150 mL). The organic layers were combined, washed sequentially with water (200 mL) and brine (200 mL), dried (MgSO4), filtered, and concentrated under reduc...